The task is: describe an organic reaction: reactants, conditions, products, and yield. This data is from the Open Reaction Database (ORD), a public repository of structured organic reaction records. Starting materials: O=C([O-])[O-], CN(C)S(=O)(=O)Cl, Clc1ccc(NCc2cccnc2)cc1, ClCCl, [K+], [K+]. RXN SMILES: [C:16](=[O:17])([O-:18])[O-:19].[CH3:22][N:23]([S:24](=[O:25])(=[O:26])[Cl:27])[CH3:28].[Cl:1][c:2]1[cH:3][cH:4][c:5]([NH:8][CH2:9][c:10]2[cH:11][n:12][cH:13][cH:14][cH:15]2)[cH:6][cH:7]1.[Cl:29][CH2:30][Cl:31].[K+:20].[K+:21]>>[Cl:1][c:2]1[cH:3][cH:4][c:5]([N:8]([CH2:9][c:10]2[cH:11][n:12][cH:13][cH:14][cH:15]2)[S:24]([N:23]([CH3:22])[CH3:28])(=[O:25])=[O:26])[cH:6][cH:7]1. Product: CN(C)S(=O)(=O)N(Cc1cccnc1)c1ccc(Cl)cc1. Reactants: N(=C=S)C=1C=C(C(=O)OCC)C=CC1 (ethyl m-isothiocyanatobenzoate), [N-]=[N+]=[N-].[Na+] (sodium azide). Run in O (water). Run at temperature 70 celsius, time 30 minute. Product: C(=O)(O)C=1C=C(C=CC1)N1N=NN=C1S (1-(3-carboxyphenyl)-5-mercaptotetrazole). Yield: 43.3%. Reaction SMILES: [N:1]([C:4]1[CH:5]=[C:6]([CH:12]=[CH:13][CH:14]=1)[C:7]([O:9]CC)=[O:8])=[C:2]=[S:3].[N-:15]=[N+:16]=[N-:17].[Na+]>O>[C:7]([C:6]1[CH:5]=[C:4]([N:1]2[C:2]([SH:3])=[N:17][N:16]=[N:15]2)[CH:14]=[CH:13][CH:12]=1)([OH:9])=[O:8] |f:1.2|. Reported procedure: To a mixture of 69 g of ethyl m-isothiocyanatobenzoate and 26 g of sodium azide was added 500 ml of water and the mixture was refluxed for 2 hours. After removing deposited insoluble matter by filtration, the filtrate was acidified by the addition of concentrated hydrochloric acid (pH about 2), and crystals of 1-(3-ethoxycarbonylphenyl)-5-mercaptotetrazole thus deposited were collected by filtration, mixed with 30 g of sodium hydroxide and 300 ml of water, and the mixture was stirred for 30 minu... The reactants are COC(CCC=1N(C=NC1)CC1=C(C=CC=C1)Br)=O (3-[3-(2-bromobenzyl)-3H-imidazol-4-yl]propionic acid methyl ester), [BH4-].[Na+] (NaBH4). The solvent is CO (MeOH). Run at temperature 0 celsius, time 1 hour. Yields the product BrC1=C(CN2C=NC=C2CCCO)C=CC=C1 (3-[3-(2-Bromobenzyl)-3H-imidazol-4-yl]propan-1-ol). As a reaction SMILES: C[O:2][C:3](=O)[CH2:4][CH2:5][C:6]1[N:7]([CH2:11][C:12]2[CH:17]=[CH:16][CH:15]=[CH:14][C:13]=2[Br:18])[CH:8]=[N:9][CH:10]=1.[BH4-].[Na+]>CO>[Br:18][C:13]1[CH:14]=[CH:15][CH:16]=[CH:17][C:12]=1[CH2:11][N:7]1[C:6]([CH2:5][CH2:4][CH2:3][OH:2])=[CH:10][N:9]=[CH:8]1 |f:1.2|. Procedure: To a solution of 3-[3-(2-bromobenzyl)-3H-imidazol-4-yl]propionic acid methyl ester (1.89 g, 5.85 mmol) in MeOH at 0° C. is added NaBH4 and the resulting mixture is stirred at 0° C. for 1 h and warmed up to ambient temperature. The mixture is stirred at ambient temperature for 3 h and is quenched with saturated aqueous NH4Cl, and is adjusted pH to 7 with saturated aqueous Na2CO3. Then the reaction mixture is concentrated and extracted by CH2Cl2. The organic layer is washed with half saturated aqu... The reactants are quaternary ammonium salt, C1(=CC=CC=C1)C (toluene), quaternary ammonium salt, C(C)O (ethanol), C=CC1=CC=CC=C1 (styrene), CO (methanol), compound 6. Yields the product C=CC1=CC=CC=C1.C(C(=C)C)(=O)OCC(CCCC)CC.C(C(=C)C)(=O)OC (Styrene 2-ethylhexyl methacrylate methyl methacrylate). RXN SMILES: [C:1]1([CH3:7])[CH:6]=[CH:5][CH:4]=[CH:3][CH:2]=1.[CH2:8]=[CH:9][C:10]1[CH:15]=[CH:14][CH:13]=[CH:12][CH:11]=1.[CH3:16][OH:17].[CH2:18]([OH:20])C>>[CH2:8]=[CH:9][C:10]1[CH:15]=[CH:14][CH:13]=[CH:12][CH:11]=1.[C:16]([O:20][CH2:18][CH:4]([CH2:3][CH3:2])[CH2:5][CH2:6][CH2:1][CH3:7])(=[O:17])[C:9]([CH3:10])=[CH2:8].[C:2]([O:20][CH3:18])(=[O:17])[C:1]([CH3:7])=[CH2:6] |f:4.5.6|. Procedure: First, 100 parts of a 20 wt. % toluene solution of the above styrene copolymer and 20 parts of a 1.0 wt. % methanol solution of a quaternary ammonium salt in which the quaternary ammonium salt as shown in "Exemplary compound 6" was dissolved (solubility: not less than 1.0 g/100 g.ethanol) were stirred using a stirrer until they were thoroughly blended. A coating resin material solution was thus prepared.